This data is from the Open Reaction Database (ORD), a public repository of structured organic reaction records. The task is: describe an organic reaction: reactants, conditions, products, and yield Starting materials: [Br-].CC1=CC=C(CC[P+](C2=CC=CC=C2)(C2=CC=CC=C2)C2=CC=CC=C2)C=C1 (p-methylphenethyltriphenylphosphonium bromide), [Li]CCCC (n-BuLi), C(CC\C=C\CCCCC)=O ((E)-dec-4-enal). Yields the product C(C=CCC\C=C\CCCCC)C1=CC=C(C=C1)C (1-((6E)-Dodeca-2,6-dienyl)-4-methylbenzene). The yield is 57.0%. Reaction SMILES: [Br-].[CH3:2][C:3]1[CH:29]=[CH:28][C:6]([CH2:7][CH2:8][P+](C2C=CC=CC=2)(C2C=CC=CC=2)C2C=CC=CC=2)=[CH:5][CH:4]=1.[Li]CCCC.[CH:35](=O)[CH2:36][CH2:37]/[CH:38]=[CH:39]/[CH2:40][CH2:41][CH2:42][CH2:43][CH3:44]>>[CH2:7]([C:6]1[CH:5]=[CH:4][C:3]([CH3:2])=[CH:29][CH:28]=1)[CH:8]=[CH:35][CH2:36][CH2:37]/[CH:38]=[CH:39]/[CH2:40][CH2:41][CH2:42][CH2:43][CH3:44] |f:0.1|. Procedure details: Starting from p-methylphenethyltriphenylphosphonium bromide (2.90 g, 6.29 mmol, 1.0 equiv.), n-BuLi (1.6 M in hexanes, 3.9 mL, 6.29 mmol, 1.0 equiv.) and (E)-dec-4-enal (1.45 g, 9.43 mmol, 1.5 equiv.), 0.92 g (57%) of the title compound as a colorless oil was obtained after purification by flash chromatography on SiO2 (cyclohexane/EtOAc 997:3). Reactants: [Li+].[OH-] (LiOH), C1(CCCC1)OC([C@H](CC1=CC=CC=C1)NCC1=CC=C(C=C1)CNCC=1C=CC2=C(SC(=C2)C(NOC(C)OCC(C)C)=O)C1)=O ((S)-2-[4-({[2-(1-Isobutoxy-ethoxycarbamoyl)-benzo[b]thiophen-6-ylmethyl]-amino}-methyl)-benzylamino]-3-phenyl-propionic acid cyclopentyl ester), Cl (HCl). Solvent: O (water), C1CCOC1 (THF). Reaction conditions: temperature 50 celsius. Yields the product C(C(C)C)OC(C)ONC(=O)C1=CC2=C(S1)C=C(C=C2)CNCC2=CC=C(CN[C@H](C(=O)O)CC1=CC=CC=C1)C=C2 ((S)-2-[4-({[2-(1-Isobutoxy-ethoxycarbamoyl)-benzo[b]thiophen-6-ylmethyl]-amino}-methyl)-benzylamino]-3-phenyl-propionic acid). RXN SMILES: C1([O:6][C:7](=[O:47])[C@@H:8]([NH:16][CH2:17][C:18]2[CH:23]=[CH:22][C:21]([CH2:24][NH:25][CH2:26][C:27]3[CH:28]=[CH:29][C:30]4[CH:34]=[C:33]([C:35](=[O:45])[NH:36][O:37][CH:38]([O:40][CH2:41][CH:42]([CH3:44])[CH3:43])[CH3:39])[S:32][C:31]=4[CH:46]=3)=[CH:20][CH:19]=2)[CH2:9][C:10]2[CH:15]=[CH:14][CH:13]=[CH:12][CH:11]=2)CCCC1.[Li+].[OH-].Cl>C1COCC1.O>[CH2:41]([O:40][CH:38]([O:37][NH:36][C:35]([C:33]1[S:32][C:31]2[CH:46]=[C:27]([CH2:26][NH:25][CH2:24][C:21]3[CH:20]=[CH:19][C:18]([CH2:17][NH:16][C@@H:8]([CH2:9][C:10]4[CH:15]=[CH:14][CH:13]=[CH:12][CH:11]=4)[C:7]([OH:47])=[O:6])=[CH:23][CH:22]=3)[CH:28]=[CH:29][C:30]=2[CH:34]=1)=[O:45])[CH3:39])[CH:42]([CH3:44])[CH3:43] |f:1.2|. Reported procedure: (S)-2-[4-({[2-(1-Isobutoxy-ethoxycarbamoyl)-benzo[b]thiophen-6-ylmethyl]-amino}-methyl)-benzylamino]-3-phenyl-propionic acid cyclopentyl ester (40 mg, 0.06 mmol) was dissolved in THF (2 mL) and water (2 mL). LiOH (8 mg, 0.30 mmol) was added and the reaction mixture heated to 50° C. for 36 h. THF was removed by evaporation and the residue partitioned between water (10 mL) and EtOAc (10 mL). The aqueous layer was isolated and the pH adjusted to 3 by addition of 1M HCl. This was extracted with EtOA... The reactants are [Cl-].[NH4+] (ammonium chloride), COC=1C=C(C=CC1C1=CN=C(O1)C)C1=NN=C2N1CCCC2C(=O)OCC (ethyl 3-[3-methoxy-4-(2-methyl-1,3-oxazol-5-yl)phenyl]-5,6,7,8-tetrahydro[1,2,4]triazolo[4,3-a]pyridine-8-carboxylate), [H-].[Na+] (sodium hydride), [B-](F)(F)(F)F.[B-](F)(F)(F)F.C1C[N+]2(CC[N+]1(CC2)CCl)F (N-fluoro-N′-chloromethyltriethylenediamine bis(tetrafluoroborate)). The solvent is CN(C)C=O (DMF). Conditions: time 30 minute. Yields the product FC1(C=2N(CCC1)C(=NN2)C2=CC(=C(C=C2)C2=CN=C(O2)C)OC)C(=O)OCC (ethyl 8-fluoro-3-[3-methoxy-4-(2-methyl-1,3-oxazol-5-yl)phenyl]-5,6,7,8-tetrahydro[1,2,4]triazolo[4,3-a]pyridine-8-carboxylate). The yield is 60.6%. RXN SMILES: [CH3:1][O:2][C:3]1[CH:4]=[C:5]([C:15]2[N:19]3[CH2:20][CH2:21][CH2:22][CH:23]([C:24]([O:26][CH2:27][CH3:28])=[O:25])[C:18]3=[N:17][N:16]=2)[CH:6]=[CH:7][C:8]=1[C:9]1[O:13][C:12]([CH3:14])=[N:11][CH:10]=1.[H-].[Na+].[B-](F)(F)(F)[F:32].[B-](F)(F)(F)F.C1[N+]2(CCl)CC[N+](F)(CC2)C1.[Cl-].[NH4+]>CN(C=O)C>[F:32][C:23]1([C:24]([O:26][CH2:27][CH3:28])=[O:25])[CH2:22][CH2:21][CH2:20][N:19]2[C:15]([C:5]3[CH:6]=[CH:7][C:8]([C:9]4[O:13][C:12]([CH3:14])=[N:11][CH:10]=4)=[C:3]([O:2][CH3:1])[CH:4]=3)=[N:16][N:17]=[C:18]12 |f:1.2,3.4.5,6.7|. Procedure: Under an argon atmosphere, ethyl 3-[3-methoxy-4-(2-methyl-1,3-oxazol-5-yl)phenyl]-5,6,7,8-tetrahydro[1,2,4]triazolo[4,3-a]pyridine-8-carboxylate (200 mg) was added to a suspension of sodium hydride (60%, 23 mg) in DMF (2 mL) under ice-cooling. The reaction mixture was stirred for 30 min under ice-cooling, N-fluoro-N′-chloromethyltriethylenediamine bis(tetrafluoroborate) (371 mg) was added under ice-cooling, and the mixture was stirred for 30 min under ice-cooling. The reaction mixture was poured... Reactants: resin, O.NN (hydrazine hydrate), Cl.CN(CCCN=C=NCC)C (N-(3-dimethylaminopropyl)-N′-ethylcarbodiimide, hydrochloride), CN(C)C=O (DMF), ON1N=NC2=C1C=CC=C2 (1-hydroxybenzotriazole). The solvent is C(Cl)Cl (CH2Cl2). Reaction conditions: time 45 minute. Yields the product ClC=1C=C(C(=O)NN)C=CC1O (3-chloro-4-hydroxybenzoic acid hydrazide). RXN SMILES: [ClH:1].CN(C)CCCN=C=NCC.C[N:14]([CH:16]=[O:17])C.[OH2:18].[NH2:19]N.ON1[C:26]2[CH:27]=[CH:28][CH:29]=[CH:30][C:25]=2N=N1>C(Cl)Cl>[Cl:1][C:26]1[CH:27]=[C:28]([CH:29]=[CH:30][C:25]=1[OH:18])[C:16]([NH:14][NH2:19])=[O:17] |f:0.1,3.4|. Procedure details: The above resin (3.0 g) was suspended in CH2Cl2 (20 mL) and 1-hydroxybenzotriazole (0.6 g), N-(3-dimethylaminopropyl)-N′-ethylcarbodiimide, hydrochloride (0.9 g) and DMF (10 mL) were added. The mixture was shaken at room temperature for 45 minutes, hydrazine hydrate (300 μL) was added, and the mixture was shaken overnight at room temperature. The resin was successively washed with DMF (3×20 mL) and CH2Cl2 (3×20 mL) to afford resin bound 3-chloro-4-hydroxybenzoic acid hydrazide (Resin—[Building b... Starting materials: ClCC=1C(=NC=CC1)SC1CCCC1 (3-Chloromethyl-2-cyclopentylsulfanyl-pyridine), COC(CC1=COC2=C1C=C(C(=C2F)O)F)=O ((5,7-difluoro-6-hydroxy-benzofuran-3-yl)-acetic acid methyl ester). Product: C1(CCCC1)SC1=NC=CC=C1COC1=C(C2=C(C(=CO2)CC(=O)O)C=C1F)F ([6-(2-cyclopentylsulfanyl-pyridin-3-ylmethoxy)-5,7-difluoro-benzofuran-3-yl]-acetic acid). Yield: 83.4%. Reaction SMILES: Cl[CH2:2][C:3]1[C:4]([S:9][CH:10]2[CH2:14][CH2:13][CH2:12][CH2:11]2)=[N:5][CH:6]=[CH:7][CH:8]=1.C[O:16][C:17](=[O:31])[CH2:18][C:19]1[C:23]2[CH:24]=[C:25]([F:30])[C:26]([OH:29])=[C:27]([F:28])[C:22]=2[O:21][CH:20]=1>>[CH:10]1([S:9][C:4]2[C:3]([CH2:2][O:29][C:26]3[C:25]([F:30])=[CH:24][C:23]4[C:19]([CH2:18][C:17]([OH:31])=[O:16])=[CH:20][O:21][C:22]=4[C:27]=3[F:28])=[CH:8][CH:7]=[CH:6][N:5]=2)[CH2:14][CH2:13][CH2:12][CH2:11]1. Procedure details: 3-Chloromethyl-2-cyclopentylsulfanyl-pyridine (19 mg, 0.08 mmol) obtained in Step C of Preparation Example 8 and (5,7-difluoro-6-hydroxy-benzofuran-3-yl)-acetic acid methyl ester (20 mg, 0.08 mmol) obtained in Step C of Preparation Example 50 were used to react sequentially in the same manner as in Steps A and B of Example 1 to obtain the title compound (28 mg, 81%). Starting materials: FC1=CC=C(C=C1)C=1C(=NC=NC1N1CCC(CC1)C=1N(C=C(N1)C1=CC(=C(C=C1)F)C(F)(F)F)C)N (5-(4-Fluoro-phenyl)-6-{4-[4-(4-fluoro-3-trifluoromethyl-phenyl)-1-methyl-1H-imidazol-2-yl]-piperidin-1-yl}-pyrimidin-4-ylamine), ClC1=C(C=CC=C1)B(O)O (2-chlorophenylboronic acid). The product is ClC1=C(C=CC=C1)C=1C(=NC=NC1N1CCC(CC1)C=1N(C=C(N1)C1=CC(=C(C=C1)F)C(F)(F)F)C)N (5-(2-Chlorophenyl)-6-{4-[4-(4-fluoro-3-trifluoromethyl-phenyl)-1-methyl-1H-imidazol-2-yl]-piperidin-1-yl}-pyrimidin-4-ylamine). RXN SMILES: F[C:2]1[CH:7]=[CH:6][C:5]([C:8]2[C:9]([NH2:37])=[N:10][CH:11]=[N:12][C:13]=2[N:14]2[CH2:19][CH2:18][CH:17]([C:20]3[N:21]([CH3:36])[CH:22]=[C:23]([C:25]4[CH:30]=[CH:29][C:28]([F:31])=[C:27]([C:32]([F:35])([F:34])[F:33])[CH:26]=4)[N:24]=3)[CH2:16][CH2:15]2)=[CH:4][CH:3]=1.[Cl:38]C1C=CC=CC=1B(O)O>>[Cl:38][C:6]1[CH:7]=[CH:2][CH:3]=[CH:4][C:5]=1[C:8]1[C:9]([NH2:37])=[N:10][CH:11]=[N:12][C:13]=1[N:14]1[CH2:19][CH2:18][CH:17]([C:20]2[N:21]([CH3:36])[CH:22]=[C:23]([C:25]3[CH:30]=[CH:29][C:28]([F:31])=[C:27]([C:32]([F:35])([F:34])[F:33])[CH:26]=3)[N:24]=2)[CH2:16][CH2:15]1. Procedure details: The title compound was prepared in an analogous manner as 5-(4-Fluoro-phenyl)-6-{4-[4-(4-fluoro-3-trifluoromethyl-phenyl)-1-methyl-1H-imidazol-2-yl]-piperidin-1-yl}-pyrimidin-4-ylamine using 2-chlorophenylboronic acid instead of 4-fluorophenylboronic acid. LC-MS: (M+1=531, obsd.=531). The reactants are Brc1cnc(OC2CN3CCC2CC3)nc1, CC(C)(C)OC(=O)Nc1ccc(B2OC(C)(C)C(C)(C)O2)cc1, CCOC(C)=O, [K+], [K+], O=C([O-])[O-], C1CCOC1, O=C(C=Cc1ccccc1)C=Cc1ccccc1, O=C(C=Cc1ccccc1)C=Cc1ccccc1, O=C(C=Cc1ccccc1)C=Cc1ccccc1, [Pd], [Pd]. The product is CC(C)(C)OC(=O)Nc1ccc(-c2cnc(OC3CN4CCC3CC4)nc2)cc1. RXN SMILES: [Br:1][c:2]1[cH:3][n:4][c:5]([O:8][CH:9]2[CH2:10][N:11]3[CH2:12][CH2:13][CH:14]2[CH2:15][CH2:16]3)[n:6][cH:7]1.[CH3:17][C:18]1([CH3:19])[C:20]([CH3:21])([CH3:22])[O:23][B:24]([c:25]2[cH:26][cH:27][c:28]([NH:31][C:32]([O:33][C:34]([CH3:35])([CH3:36])[CH3:37])=[O:38])[cH:29][cH:30]2)[O:39]1.[CH3:51][CH2:52][O:53][C:54](=[O:55])[CH3:56].[K+:40].[K+:41].[O-:42][C:43]([O-:44])=[O:45].[O:46]1[CH2:47][CH2:48][CH2:49][CH2:50]1.[O:59]=[C:60]([CH:61]=[CH:62][c:63]1[cH:64][cH:65][cH:66][cH:67][cH:68]1)[CH:69]=[CH:70][c:71]1[cH:72][cH:73][cH:74][cH:75][cH:76]1.[O:77]=[C:78]([CH:79]=[CH:80][c:81]1[cH:82][cH:83][cH:84][cH:85][cH:86]1)[CH:87]=[CH:88][c:89]1[cH:90][cH:91][cH:92][cH:93][cH:94]1.[O:95]=[C:96]([CH:97]=[CH:98][c:99]1[cH:100][cH:101][cH:102][cH:103][cH:104]1)[CH:105]=[CH:106][c:107]1[cH:108][cH:109][cH:110][cH:111][cH:112]1.[Pd:57].[Pd:58]>>[c:2]1(-[c:25]2[cH:26][cH:27][c:28]([NH:31][C:32]([O:33][C:34]([CH3:35])([CH3:36])[CH3:37])=[O:38])[cH:29][cH:30]2)[cH:3][n:4][c:5]([O:8][CH:9]2[CH2:10][N:11]3[CH2:12][CH2:13][CH:14]2[CH2:15][CH2:16]3)[n:6][cH:7]1.